From a dataset of the Open Reaction Database (ORD), a public repository of structured organic reaction records. describe an organic reaction: reactants, conditions, products, and yield Reactants: N1=CNC2=C1C=CC=C2 (benzimidazole), CN(C)C=O.N1=CNC2=C1C=CC=C2 (DMF benzimidazole), CO.[Zn] (Methanol Zinc), O.O.O.O.O.O.[N+](=O)([O-])[O-].[Zn+2].[N+](=O)([O-])[O-] (zinc nitrate hexahydrate), crystals. Solvent: CO (methanol), CN(C)C=O (DMF). Product: N1=CNC2=C1C=CC=C2 (benzimidazole), [Zn] (Zinc). As a reaction SMILES: [N:1]1[C:5]2[CH:6]=[CH:7][CH:8]=[CH:9][C:4]=2[NH:3][CH:2]=1.O.O.O.O.O.O.[N+]([O-])([O-])=O.[Zn+2:20].[N+]([O-])([O-])=O.CN(C=O)C.N1C2C=CC=CC=2NC=1.CO.[Zn]>CN(C=O)C.CO>[N:1]1[C:5]2[CH:6]=[CH:7][CH:8]=[CH:9][C:4]=2[NH:3][CH:2]=1.[Zn:20] |f:1.2.3.4.5.6.7.8.9,10.11,12.13|. Procedure details: Using our nonsolvent method, nanocrystals of ZIF-7 are synthesized by first dissolving 20 mmol of benzimidazole in 50 mL DMF followed by addition of 5 mmol zinc nitrate hexahydrate dissolved in 50 mL methanol. After mixing the DMF/benzimidazole and Methanol/Zinc solutions for 1 hr under vigorous stirring, phase-pure ZIF-7 nanocrystals are formed (see expected PXRD pattern in FIG. 4). The nonsolvent method produces ZIF-7 crystals approximately 199 nm with a 5 nm standard deviation based on DLS me... Starting materials: ClC1=C(C=CC2=CC=CC=C12)OC (1-chloro-2-methoxynaphthalene), C(C)(=O)Cl (acetyl chloride), [Cl-].[Al+3].[Cl-].[Cl-] (aluminum chloride). Solvent: [N+](=O)([O-])C1=CC=CC=C1 (nitrobenzene). Yields the product C(C)(=O)C1=CC2=CC=C(C(=C2C=C1)Cl)OC (2-acetyl-5-chloro-6-methoxynaphthalene). As a reaction SMILES: [Cl:1][C:2]1[C:11]2[C:6](=[CH:7][CH:8]=[CH:9][CH:10]=2)[CH:5]=[CH:4][C:3]=1[O:12][CH3:13].[C:14](Cl)(=[O:16])[CH3:15].[Cl-].[Al+3].[Cl-].[Cl-]>[N+](C1C=CC=CC=1)([O-])=O>[C:14]([C:8]1[CH:9]=[CH:10][C:11]2[C:6](=[CH:5][CH:4]=[C:3]([O:12][CH3:13])[C:2]=2[Cl:1])[CH:7]=1)(=[O:16])[CH3:15] |f:2.3.4.5|. Procedure details: A mixture of 1925 g. of 1-chloro-2-methoxynaphthalene, 80 g. of acetyl chloride, 400 g. of aluminum chloride and 2.5 liters of nitrobenzene are stirred for 60 hours at room temperature. The resulting mixture is then washed with dilute hydrochloric acid, dried over sodium sulfate and evaporated to yield 2-acetyl-5-chloro-6-methoxynaphthalene. The resulting acetyl product is added to a mixture of 39 g. of sulfur and 105 g. of morpholine and heated to about 150° C for 3 hours. The mixture is then a...